describe an organic reaction: reactants, conditions, products, and yield From a dataset of the Open Reaction Database (ORD), a public repository of structured organic reaction records. Product: C(C1=CC=CC=C1)N(S(=O)(=O)C1=CC=C(C=C1)CC(=O)O)CC1=CC=C(C=C1)OC (2-(4-(N-benzyl-N-(4-methoxybenzyl)sulfamoyl)phenyl)acetic acid). Starting materials: ClS(=O)(=O)C1=CC=C(C=C1)CC(=O)OC (Methyl 2-(4-(chlorosulfonyl)phenyl)acetate), COC1=CC=C(C=O)C=C1 (4-methoxybenzaldehyde), C(C1=CC=CC=C1)N (benzylamine). RXN SMILES: Cl[S:2]([C:5]1[CH:10]=[CH:9][C:8]([CH2:11][C:12]([O:14]C)=[O:13])=[CH:7][CH:6]=1)(=[O:4])=[O:3].[CH3:16][O:17][C:18]1[CH:25]=[CH:24][C:21]([CH:22]=O)=[CH:20][CH:19]=1.[CH2:26]([NH2:33])[C:27]1[CH:32]=[CH:31][CH:30]=[CH:29][CH:28]=1>>[CH2:26]([N:33]([CH2:22][C:21]1[CH:24]=[CH:25][C:18]([O:17][CH3:16])=[CH:19][CH:20]=1)[S:2]([C:5]1[CH:6]=[CH:7][C:8]([CH2:11][C:12]([OH:14])=[O:13])=[CH:9][CH:10]=1)(=[O:3])=[O:4])[C:27]1[CH:32]=[CH:31][CH:30]=[CH:29][CH:28]=1. Procedure: Prepared as in example 5-27 from Methyl 2-(4-(chlorosulfonyl)phenyl)acetate (example 5-47a), 4-methoxybenzaldehyde and benzylamine. MS (M−H, 424.10); 1H NMR (400 MHz, DMSO-d6): δ, ppm: 3.66 (s, 3H), 3.72 (s, 2H), 4.18 (s, 2H), 4.22 (s, 2H), 6.73 (d, J=8.4 Hz, 2H), 6.91 (d, J=8.4 Hz, 2H), 7.02 (m, 2H), 7.19 (m, 3H), 7.49 (d, J=8.4 Hz, 2H), 7.80 (d, J=8 Hz, 2H). The reactants are BrC1=CC(=C(O1)C)C=O (5-bromo-2-methylfuran-3-carbaldehyde), CC1=NOC(=C1B(O)O)C (3,5-dimethylisoxazole-4-boronic acid), C([O-])([O-])=O.[Na+].[Na+] (sodium carbonate), COCCOC (1,2-dimethoxyethane). Reagents/catalysts: C=1C=CC(=CC1)[P](C=2C=CC=CC2)(C=3C=CC=CC3)[Pd]([P](C=4C=CC=CC4)(C=5C=CC=CC5)C=6C=CC=CC6)([P](C=7C=CC=CC7)(C=8C=CC=CC8)C=9C=CC=CC9)[P](C=1C=CC=CC1)(C=1C=CC=CC1)C=1C=CC=CC1 (tetrakis(triphenylphosphine)palladium(0)). Run in O (water). Conditions: time 8 hour. The product is CC1=NOC(=C1C1=CC(=C(O1)C)C=O)C (5-(3,5-dimethylisoxazol-4-yl)-2-methylfuran-3-carbaldehyde). Yield: 67.9%. As a reaction SMILES: Br[C:2]1[O:6][C:5]([CH3:7])=[C:4]([CH:8]=[O:9])[CH:3]=1.[CH3:10][C:11]1[C:15](B(O)O)=[C:14]([CH3:19])[O:13][N:12]=1.C(=O)([O-])[O-].[Na+].[Na+].COCCOC>C1C=CC([P]([Pd]([P](C2C=CC=CC=2)(C2C=CC=CC=2)C2C=CC=CC=2)([P](C2C=CC=CC=2)(C2C=CC=CC=2)C2C=CC=CC=2)[P](C2C=CC=CC=2)(C2C=CC=CC=2)C2C=CC=CC=2)(C2C=CC=CC=2)C2C=CC=CC=2)=CC=1.O>[CH3:10][C:11]1[C:15]([C:2]2[O:6][C:5]([CH3:7])=[C:4]([CH:8]=[O:9])[CH:3]=2)=[C:14]([CH3:19])[O:13][N:12]=1 |f:2.3.4,^1:35,37,56,75|. Procedure details: A mixture of 5-bromo-2-methylfuran-3-carbaldehyde (1.9 g), 3,5-dimethylisoxazole-4-boronic acid (1.7 g), tetrakis(triphenylphosphine)palladium(0) (0.6 g), 2N aqueous sodium carbonate solution (9 mL) and 1,2-dimethoxyethane (20 mL) was stirred overnight with refluxing under an argon atmosphere. The reaction mixture was poured into water, and the mixture was extracted with ethyl acetate. The organic layer was washed with saturated brine, and dried over magnesium sulfate. The solvent was evaporated...